This data is from the Open Reaction Database (ORD), a public repository of structured organic reaction records. The task is: describe an organic reaction: reactants, conditions, products, and yield Reactants: C(C)OC(=O)C1=NC(=CC=C1)C1=C(CCC1)C1=C(C=CC(=C1)C)O (6-[2-(5-methyl-2-hydroxyphenyl)cyclopent-1-enyl]pyridine-2-carboxylic acid ethyl ester), FC1=CC=C(CBr)C=C1 (4-fluorobenzyl bromide), C([O-])([O-])=O.[K+].[K+] (potassium carbonate). The solvent is CC(=O)C (acetone), O.C(C)OCC (water diethyl ether). Yields the product C(C)OC(=O)C1=NC(=CC=C1)C1=C(CCC1)C1=C(C=CC(=C1)C)OCC1=CC=C(C=C1)F (6-{2-[5-Methyl-2-(4-Fluorobenzyloxy)Phenyl]Cyclopent-1-Enyl}Pyridine-2-carboxylic Acid Ethyl Ester). The yield is 85.7%. RXN SMILES: [CH2:1]([O:3][C:4]([C:6]1[CH:11]=[CH:10][CH:9]=[C:8]([C:12]2[CH2:16][CH2:15][CH2:14][C:13]=2[C:17]2[CH:22]=[C:21]([CH3:23])[CH:20]=[CH:19][C:18]=2[OH:24])[N:7]=1)=[O:5])[CH3:2].[F:25][C:26]1[CH:33]=[CH:32][C:29]([CH2:30]Br)=[CH:28][CH:27]=1.C(=O)([O-])[O-].[K+].[K+]>CC(C)=O.O.C(OCC)C>[CH2:1]([O:3][C:4]([C:6]1[CH:11]=[CH:10][CH:9]=[C:8]([C:12]2[CH2:16][CH2:15][CH2:14][C:13]=2[C:17]2[CH:22]=[C:21]([CH3:23])[CH:20]=[CH:19][C:18]=2[O:24][CH2:30][C:29]2[CH:32]=[CH:33][C:26]([F:25])=[CH:27][CH:28]=2)[N:7]=1)=[O:5])[CH3:2] |f:2.3.4,6.7|. Procedure details: A mixture of 6-[2-(5-methyl-2-hydroxyphenyl)cyclopent-1-enyl]pyridine-2-carboxylic acid ethyl ester (129 mg, 0.4 mmol), 4-fluorobenzyl bromide (83 mg, 0.44 mmol) and potassium carbonate (138 mg, 1 mmol) in acetone (4 ml) was stirred and refluxed for 20 hours. After cooling the mixture was diluted with water/diethyl ether and the organic phase dried (magnesium sulphate) evaporated and purified by chromatography on silica (8% ethyl acetate in iso-hexane) to give the title compound as a colourless ...